describe an organic reaction: reactants, conditions, products, and yield From a dataset of the Open Reaction Database (ORD), a public repository of structured organic reaction records. Starting materials: ClC1=NC=CC(=N1)C=1C=NN(C1C1=C(C=C(C=C1)Cl)Cl)C (2-chloro[5-(2,4-dichloro-phenyl)-1-methyl-1H-pyrazol-4-yl]-pyrimidine), COC=1C=C(C=CC1OC)N (3,4-dimethoxy-phenylamine). Product: ClC1=C(C=CC(=C1)Cl)C1=C(C=NN1C)C1=NC(=NC=C1)NC1=CC(=C(C=C1)OC)OC ({4-[5-(2,4-Dichloro-phenyl)-1-methyl-1H-pyrazol-4-yl]-pyrimidin-2-yl}-(3,4-dimethoxy-phenyl)-amine). As a reaction SMILES: Cl[C:2]1[N:7]=[C:6]([C:8]2[CH:9]=[N:10][N:11]([CH3:21])[C:12]=2[C:13]2[CH:18]=[CH:17][C:16]([Cl:19])=[CH:15][C:14]=2[Cl:20])[CH:5]=[CH:4][N:3]=1.[CH3:22][O:23][C:24]1[CH:25]=[C:26]([NH2:32])[CH:27]=[CH:28][C:29]=1[O:30][CH3:31]>>[Cl:20][C:14]1[CH:15]=[C:16]([Cl:19])[CH:17]=[CH:18][C:13]=1[C:12]1[N:11]([CH3:21])[N:10]=[CH:9][C:8]=1[C:6]1[CH:5]=[CH:4][N:3]=[C:2]([NH:32][C:26]2[CH:27]=[CH:28][C:29]([O:30][CH3:31])=[C:24]([O:23][CH3:22])[CH:25]=2)[N:7]=1. Reported procedure: The title compound is prepared as described in Example 1 but using 2-chloro[5-(2,4-dichloro-phenyl)-1-methyl-1H-pyrazol-4-yl]-pyrimidine and 3,4-dimethoxy-phenylamine. As a reaction SMILES: [F:1][C:2]([F:20])([F:19])[C:3]1[O:4][C:5]([CH2:16][C:17]#[CH:18])=[CH:6][C:7]=1[CH2:8][O:9]C1CCCCO1.C1(C)C(S(O)(=O)=O)=CC=CC=1>CO>[F:20][C:2]([F:1])([F:19])[C:3]1[O:4][C:5]([CH2:16][C:17]#[CH:18])=[CH:6][C:7]=1[CH2:8][OH:9]. The solvent is CO (methanol). The reactants are FC(C=1OC(=CC1COC1OCCCC1)CC#C)(F)F (2-trifluoromethyl-5-(2-propynyl)-3-(tetrahydropyranyloxymethyl)furan), C=1(C(=CC=CC1)S(=O)(=O)O)C (toluenesulfonic acid). Procedure details: 1.1 g of the product of Stage F were mixed in 25 ml of methanol and 50 mg of toluenesulfonic acid were added. The mixture was stirred at 20° C. for 2 hours and poured into ice-cold water and extracted with isopropyl ether. The extract was dried and the solvent was evaporated. The residue was chromatographed on silica (eluent: 7/3 hexane/ethyl acetate) to obtain 600 mg of the expected alcohol. Yields the product FC(C=1OC(=CC1CO)CC#C)(F)F (2-trifluoromethyl-5-(2-propynyl)-3-furanmethanol). Run at temperature 20 celsius, time 2 hour. Isolated yield 77.0%. Reactants: Cl (hydrochloric acid), Br (hydrobromic acid), C(C(=C)C)(=O)OCC1=CC(=CC(=C1)O[Si](C)(C)C(C)(C)C)O[Si](C)(C)C(C)(C)C (3,5-di-tert-butyldimethylsilyloxybenzyl methacrylate), [F-].[K+] (potassium fluoride). Solvent: ClCCl (dichloromethane), C(C)#N (acetonitrile). Reaction conditions: time 8 hour. Yields the product C(C(=C)C)(=O)OCC1=CC(=CC(=C1)O)O (3,5-Dihydroxybenzyl methacrylate). As a reaction SMILES: Br.[C:2]([O:7][CH2:8][C:9]1[CH:14]=[C:13]([O:15][Si](C(C)(C)C)(C)C)[CH:12]=[C:11]([O:23][Si](C(C)(C)C)(C)C)[CH:10]=1)(=[O:6])[C:3]([CH3:5])=[CH2:4].[F-].[K+].Cl>C(#N)C.ClCCl>[C:2]([O:7][CH2:8][C:9]1[CH:10]=[C:11]([OH:23])[CH:12]=[C:13]([OH:15])[CH:14]=1)(=[O:6])[C:3]([CH3:5])=[CH2:4] |f:2.3|. Procedure details: Concentrated hydrobromic acid (48%, 2.25 ml) was added dropwise to 3,5-di-tert-butyldimethylsilyloxybenzyl methacrylate (15.0 g, 34.4 mmole) and anhydrous potassium fluoride (7.5 g, 129 mmole) in acetonitrile (75 ml). After the solution was stirred overnight at room temperature, hydrochloric acid (4.5 ml conc. HCl in 30 ml of water) and 75 ml of dichloromethane were added to the pink solution. The organic layer was separated and the aqueous layer was extracted with dichloromethane. The organic l... The reactants are [Al+3], CON(C)C(=O)C1CSC(C)(C)N1C(=O)OC(C)(C)C, CCOCC, [H-], [H-], [H-], [H-], [K+], [Li+], O, O=S(=O)([O-])O. Yields the product CC(C)(C)OC(=O)N1C(C=O)CSC1(C)C. Reaction SMILES: [Al+3:27].[CH3:1][O:2][N:3]([C:4](=[O:5])[CH:6]1[N:7]([C:13](=[O:14])[O:15][C:16]([CH3:17])([CH3:18])[CH3:19])[C:8]([CH3:11])([CH3:12])[S:9][CH2:10]1)[CH3:20].[CH3:21][CH2:22][O:23][CH2:24][CH3:25].[H-:26].[H-:29].[H-:30].[H-:31].[K+:37].[Li+:28].[OH2:38].[S:32](=[O:33])(=[O:34])([OH:35])[O-:36]>>[CH:4](=[O:5])[CH:6]1[N:7]([C:13](=[O:14])[O:15][C:16]([CH3:17])([CH3:18])[CH3:19])[C:8]([CH3:11])([CH3:12])[S:9][CH2:10]1. The reactants are BrBr, Cl, [Na+], [OH-], O=C(O)c1cccnc1O. Product: O=C(O)c1cc(Br)cnc1O. As a reaction SMILES: [Br:1][Br:2].[ClH:13].[Na+:15].[OH-:14].[OH:3][c:4]1[c:5]([C:6](=[O:7])[OH:8])[cH:9][cH:10][cH:11][n:12]1>>[Br:1][c:10]1[cH:9][c:5]([C:6](=[O:7])[OH:8])[c:4]([OH:3])[n:12][cH:11]1.